From a dataset of the Open Reaction Database (ORD), a public repository of structured organic reaction records. describe an organic reaction: reactants, conditions, products, and yield Starting materials: C(C)C1=CC2=C(NC=NC2=O)N1 (1,7-dihydro-6-ethyl-4H-pyrrolo[2,3-d]pyrimidin-4-one), P(=O)(Cl)(Cl)Cl (phosphorous oxychloride). The product is ClC1=C2C(NC=N1)=NC(=C2)CC (4-chloro-6-ethyl-1H-pyrrolo[2,3-d]pyrimidine). Isolated yield 67.0%. As a reaction SMILES: [CH2:1]([C:3]1[NH:12][C:6]2[NH:7][CH:8]=[N:9][C:10](=O)[C:5]=2[CH:4]=1)[CH3:2].P(Cl)(Cl)([Cl:15])=O>>[Cl:15][C:10]1[N:9]=[CH:8][NH:7][C:6]2=[N:12][C:3]([CH2:1][CH3:2])=[CH:4][C:5]=12. Procedure details: A solution of 3.35 g (20.5 mmol) of 1,7-dihydro-6-ethyl-4H-pyrrolo[2,3-d]pyrimidin-4-one in 187 mL of phosphorous oxychloride was heated to reflux for 4 hours. The reaction was cooled to ambient temperature and concentrated under vacuum. The residue was dissolved in 100 mL of methylene chloride and poured onto 100 g of ice. The mixture was neutralized to pH 7 by the addition of powdered potassium carbonate. After an additional 200 mL of methylene chloride and 200 mL of water were added, some sol... The reactants are CCO, Cc1cc([N+](=O)[O-])c(C)c2c(C)ccnc12, [Na+], [OH-], O. Product: Cc1cc(N)c(C)c2c(C)ccnc12. As a reaction SMILES: [CH3:17][CH2:18][OH:19].[N+:1]([O-:2])(=[O:3])[c:4]1[c:5]([CH3:16])[c:6]2[c:7]([CH3:15])[cH:8][cH:9][n:10][c:11]2[c:12]([CH3:14])[cH:13]1.[Na+:21].[OH-:20].[OH2:22]>>[NH2:1][c:4]1[c:5]([CH3:16])[c:6]2[c:7]([CH3:15])[cH:8][cH:9][n:10][c:11]2[c:12]([CH3:14])[cH:13]1. Starting materials: COC(C)(OC)C(C)=O, CCOC(OCC)OCC, CCN(C(C)C)C(C)C, ClCCl, [Na+], O=C([O-])O. The product is CCOC(CC(=O)C(C)(OC)OC)OCC. RXN SMILES: [CH3:11][O:12][C:13]([C:14]([CH3:15])=[O:16])([CH3:17])[O:18][CH3:19].[CH:1]([O:2][CH2:3][CH3:4])([O:5][CH2:6][CH3:7])[O:8][CH2:9][CH3:10].[CH:20]([N:21]([CH2:22][CH3:23])[CH:24]([CH3:25])[CH3:26])([CH3:27])[CH3:28].[Cl:34][CH2:35][Cl:36].[Na+:29].[OH:30][C:31](=[O:32])[O-:33]>>[CH:1]([O:5][CH2:6][CH3:7])([O:8][CH2:9][CH3:10])[CH2:15][C:14]([C:13]([O:12][CH3:11])([CH3:17])[O:18][CH3:19])=[O:16].